From a dataset of the Open Reaction Database (ORD), a public repository of structured organic reaction records. describe an organic reaction: reactants, conditions, products, and yield Reactants: ClC1=C(C=CC(=C1)NC1=C(C=CC=C1)[N+](=O)[O-])C(=O)C1=C(C=CC(=C1)OCC(CO)O)F ([2-Chloro-4-(2-nitro-phenylamino)-phenyl]-[5-(2,3-dihydroxy-propoxy)-2-fluoro-phenyl]-methanone), [NH4+].[Cl-] (NH4Cl). The reagents and catalysts are [Zn] (Zn). The solvent is CO (MeOH). The product is NC1=C(C=CC=C1)NC1=CC(=C(C=C1)C(=O)C1=C(C=CC(=C1)OCC(CO)O)F)Cl ([4-(2-Amino-phenylamino)-2-chloro-phenyl]-[5-(2,3-dihydroxy-propoxy)-2-fluoro-phenyl]-methanone). As a reaction SMILES: [Cl:1][C:2]1[CH:7]=[C:6]([NH:8][C:9]2[CH:14]=[CH:13][CH:12]=[CH:11][C:10]=2[N+:15]([O-])=O)[CH:5]=[CH:4][C:3]=1[C:18]([C:20]1[CH:25]=[C:24]([O:26][CH2:27][CH:28]([OH:31])[CH2:29][OH:30])[CH:23]=[CH:22][C:21]=1[F:32])=[O:19].[NH4+].[Cl-]>CO.[Zn]>[NH2:15][C:10]1[CH:11]=[CH:12][CH:13]=[CH:14][C:9]=1[NH:8][C:6]1[CH:5]=[CH:4][C:3]([C:18]([C:20]2[CH:25]=[C:24]([O:26][CH2:27][CH:28]([OH:31])[CH2:29][OH:30])[CH:23]=[CH:22][C:21]=2[F:32])=[O:19])=[C:2]([Cl:1])[CH:7]=1 |f:1.2|. Procedure details: Compound 520 (37 mg, 0.08 mmol) was dissolved in MeOH (2 mL), NH4Cl (29 mg, 0.55 mmol) and Zn-dust (72 mg, 1.10 mmol) were added. Reflux for 0.5 h, allowed to cool to RT and filtered. Purified by flash chromatography using DCM:MeOH (v:v=95:5) as the eluent, affording the title compound. 13C NMR (CD3OD) δ 192.4, 156.5 (d), 156.2 (d), 153.1, 144.8, 136.3, 135.1, 129.9 (d), 128.4, 128.1, 127.1, 126.8, 120.8 (d), 119.6, 118.0 (d), 117.7, 116.5 (d), 115.8, 112.5, 71.7, 71.2, 64.0 Starting materials: O=C([O-])[O-], CC#N, [Cs+], [Cs+], O=C(c1cnc(Cl)cn1)N1CCC1, Cn1ccc(NC(=O)c2cc(O)cc(OC3CCOC3)c2)n1. The product is Cn1ccc(NC(=O)c2cc(Oc3cnc(C(=O)N4CCC4)cn3)cc(OC3CCOC3)c2)n1. Reaction SMILES: [C:36](=[O:37])([O-:38])[O-:39].[CH3:42][C:43]#[N:44].[Cs+:40].[Cs+:41].[N:23]1([C:27](=[O:28])[c:29]2[n:30][cH:31][c:32]([Cl:35])[n:33][cH:34]2)[CH2:24][CH2:25][CH2:26]1.[OH:1][c:2]1[cH:3][c:4]([C:5](=[O:6])[NH:7][c:8]2[n:9][n:10]([CH3:13])[cH:11][cH:12]2)[cH:14][c:15]([O:17][CH:18]2[CH2:19][O:20][CH2:21][CH2:22]2)[cH:16]1>>[O:1]([c:2]1[cH:3][c:4]([C:5](=[O:6])[NH:7][c:8]2[n:9][n:10]([CH3:13])[cH:11][cH:12]2)[cH:14][c:15]([O:17][CH:18]2[CH2:19][O:20][CH2:21][CH2:22]2)[cH:16]1)[c:32]1[cH:31][n:30][c:29]([C:27]([N:23]2[CH2:24][CH2:25][CH2:26]2)=[O:28])[cH:34][n:33]1. Reactants: O=C([O-])[O-], Cc1[nH]c(-c2ccccc2Cl)nc1C(=O)OC(C)(C)C, O=[N+]([O-])c1ccc(F)cc1, [K+], [K+], CN(C)C=O, O. Product: Cc1c(C(=O)OC(C)(C)C)nc(-c2ccccc2Cl)n1-c1ccc([N+](=O)[O-])cc1. As a reaction SMILES: [C:31](=[O:32])([O-:33])[O-:34].[Cl:1][c:2]1[c:3](-[c:8]2[nH:9][c:10]([CH3:20])[c:11]([C:13](=[O:14])[O:15][C:16]([CH3:17])([CH3:18])[CH3:19])[n:12]2)[cH:4][cH:5][cH:6][cH:7]1.[F:21][c:22]1[cH:23][cH:24][c:25]([N+:28](=[O:29])[O-:30])[cH:26][cH:27]1.[K+:35].[K+:36].[O:37]=[CH:38][N:39]([CH3:40])[CH3:41].[OH2:42]>>[Cl:1][c:2]1[c:3](-[c:8]2[n:9](-[c:22]3[cH:23][cH:24][c:25]([N+:28](=[O:29])[O-:30])[cH:26][cH:27]3)[c:10]([CH3:20])[c:11]([C:13](=[O:14])[O:15][C:16]([CH3:17])([CH3:18])[CH3:19])[n:12]2)[cH:4][cH:5][cH:6][cH:7]1. Starting materials: [BH4-], CO, NC1CC1, CCC(=O)NCc1ccc(Cl)c(C=O)c1, [Na+], [Na+], [OH-]. Product: CCC(=O)NCc1ccc(Cl)c(CNC2CC2)c1. RXN SMILES: [BH4-:20].[CH3:24][OH:25].[CH:1]1([NH2:4])[CH2:2][CH2:3]1.[Cl:5][c:6]1[c:7]([CH:18]=[O:19])[cH:8][c:9]([CH2:10][NH:11][C:12]([CH2:13][CH3:14])=[O:15])[cH:16][cH:17]1.[Na+:21].[Na+:23].[OH-:22]>>[CH:1]1([NH:4][CH2:18][c:7]2[c:6]([Cl:5])[cH:17][cH:16][c:9]([CH2:10][NH:11][C:12]([CH2:13][CH3:14])=[O:15])[cH:8]2)[CH2:2][CH2:3]1. Yields the product C(CCCCCCCC=C)OC1=CC=C(C(=O)OC2=CC=C(C(=O)OCC(CCCCCC)F)C=C2)C=C1 (2-fluorooctyl 4-[4'-(9-decenyloxy)benzoyloxy]benzoate). As a reaction SMILES: [OH:1][C:2]1[CH:19]=[CH:18][C:5]([C:6]([O:8][CH2:9][CH:10]([F:17])[CH2:11][CH2:12][CH2:13][CH2:14][CH2:15][CH3:16])=[O:7])=[CH:4][CH:3]=1.N1[CH:25]=[CH:24][CH:23]=[CH:22][CH:21]=1>C1(C)C=CC=CC=1>[CH2:21]([O:1][C:2]1[CH:3]=[CH:4][C:5]([C:6]([O:1][C:2]2[CH:19]=[CH:18][C:5]([C:6]([O:8][CH2:9][CH:10]([F:17])[CH2:11][CH2:12][CH2:13][CH2:14][CH2:15][CH3:16])=[O:7])=[CH:4][CH:3]=2)=[O:7])=[CH:18][CH:19]=1)[CH2:22][CH2:23][CH2:24][CH2:25][CH2:13][CH2:12][CH2:11][CH:10]=[CH2:9]. Yield: 167.8%. Solvent: C1(=CC=CC=C1)C (toluene), C1(=CC=CC=C1)C (toluene). Starting materials: OC1=CC=C(C(=O)OCC(CCCCCC)F)C=C1 (2-fluorooctyl 4-hydroxybenzoate), N1=CC=CC=C1 (pyridine), acid chloride. Reaction conditions: time 15 hour. Procedure details: To 3.0 g of 4-(9-decenyloxy)benzoic acid prepared in the same manner as in 9.(2) in Example 9 added was toluene, and the mixture was cooled in an ice bath. 2.0 g of thionyl chloride was added dropwise to the mixture. Subsequently, reaction was carried out for 3 hours at 80° C. After conclusion of the reaction, the product was concentrated to obtain an acid chloride compound. While, 1.7 g of 2-fluorooctyl 4-hydroxybenzoate and 0.9 g of pyridine were dissolved in toluene, and the resulting solutio... The reactants are C(C1=CC=CC=C1)O[C@H]1[C@H]2[C@@H]3CC[C@H]([C@@H](CCC=O)C)[C@]3(CC[C@@H]2[C@]2(CC[C@@H](C[C@@H]2C1)OC1OCCCC1)C)C (7α-Benzyloxy-3β-tetrahydropyranyloxy-5α-cholan-24-al), C(C)(C)[Mg]Cl (isopropylmagnesium chloride), [NH4+].[Cl-] (NH4Cl). Solvent: C1CCOC1 (THF). Product: C(C1=CC=CC=C1)O[C@H]1[C@H]2[C@@H]3CC[C@H]([C@@H](CCC(C(C)C)O)C)[C@]3(CC[C@@H]2[C@]2(CC[C@@H](CC2C1)OC1OCCCC1)C)C (7α-Benzyloxy-3β-tetrahydropyranyloxycholestan-24ξ-ol). Yield: 77.2%. RXN SMILES: [CH2:1]([O:8][C@@H:9]1[CH2:31][C@@H:30]2[C@:25]([CH3:39])([CH2:26][CH2:27][C@H:28]([O:32][CH:33]3[CH2:38][CH2:37][CH2:36][CH2:35][O:34]3)[CH2:29]2)[C@@H:24]2[C@@H:10]1[C@H:11]1[C@:21]([CH3:40])([CH2:22][CH2:23]2)[C@@H:14]([C@H:15]([CH3:20])[CH2:16][CH2:17][CH:18]=[O:19])[CH2:13][CH2:12]1)[C:2]1[CH:7]=[CH:6][CH:5]=[CH:4][CH:3]=1.[CH:41]([Mg]Cl)([CH3:43])[CH3:42].[NH4+].[Cl-]>C1COCC1>[CH2:1]([O:8][C@@H:9]1[CH2:31][CH:30]2[C@:25]([CH3:39])([CH2:26][CH2:27][C@H:28]([O:32][CH:33]3[CH2:38][CH2:37][CH2:36][CH2:35][O:34]3)[CH2:29]2)[C@@H:24]2[C@@H:10]1[C@H:11]1[C@:21]([CH3:40])([CH2:22][CH2:23]2)[C@@H:14]([C@H:15]([CH3:20])[CH2:16][CH2:17][CH:18]([OH:19])[CH:41]([CH3:43])[CH3:42])[CH2:13][CH2:12]1)[C:2]1[CH:3]=[CH:4][CH:5]=[CH:6][CH:7]=1 |f:2.3|. Procedure: A solution of compound 2009 (0.374 g, 0.679 mmol) in anhydrous THF (10 ml) under argon was treated with isopropylmagnesium chloride (2 ml, 2M in THF, 5.43 mmol) at room temperature. The reaction was stirred until no starting material remained by TLC. Aqueous NH4Cl solution (10%, 15 ml) was added to quench the reaction and the THF was removed in vacuo. Distilled H2O (5 ml) was added and the solution extracted 3× with 15 ml CH2Cl2. The combined organic layers were washed with aqueous saturated NaC...